From a dataset of the Open Reaction Database (ORD), a public repository of structured organic reaction records. describe an organic reaction: reactants, conditions, products, and yield Reactants: CCO, COc1cc([N+](=O)[O-])c2nccc(C)c2c1Oc1cccc(C(F)(F)F)c1, C1COCCO1. The product is COc1cc(N)c2nccc(C)c2c1Oc1cccc(C(F)(F)F)c1. RXN SMILES: [CH2:34]([OH:35])[CH3:36].[CH3:1][c:2]1[cH:3][cH:4][n:5][c:6]2[c:7]([N+:25]([O-:26])=[O:27])[cH:8][c:9]([O:23][CH3:24])[c:10]([O:12][c:13]3[cH:14][c:15]([C:19]([F:20])([F:21])[F:22])[cH:16][cH:17][cH:18]3)[c:11]12.[O:28]1[CH2:29][CH2:30][O:31][CH2:32][CH2:33]1>>[CH3:1][c:2]1[cH:3][cH:4][n:5][c:6]2[c:7]([NH2:25])[cH:8][c:9]([O:23][CH3:24])[c:10]([O:12][c:13]3[cH:14][c:15]([C:19]([F:20])([F:21])[F:22])[cH:16][cH:17][cH:18]3)[c:11]12. The reactants are crude product, ClC1=C(OCCCOC=2C=C(C=O)C=CC2)C(=CC(=C1)OCC=C(Cl)Cl)Cl (3-(3-(2,6-dichloro-4-(3,3-dichloro-2-propenyloxy)phenoxy)propyloxy)benzaldehyde), Cl (hydrochloric acid), Cl.C(C)ON (O-ethylhydroxylamine hydrochloride). Run in N1=CC=CC=C1 (pyridine). Conditions: time 24 hour. The product is C(C)ON=CC1=CC(=CC=C1)OCCCOC1=C(C=C(C=C1Cl)OCC=C(Cl)Cl)Cl (3-(3-(2,6-dichloro-4-(3,3-dichloro-2-propenyloxy)phenoxy)propyloxy)benzaldehyde O-ethyloxime). Yield: 91.3%. As a reaction SMILES: [Cl:1][C:2]1[CH:20]=[C:19]([O:21][CH2:22][CH:23]=[C:24]([Cl:26])[Cl:25])[CH:18]=[C:17]([Cl:27])[C:3]=1[O:4][CH2:5][CH2:6][CH2:7][O:8][C:9]1[CH:10]=[C:11]([CH:14]=[CH:15][CH:16]=1)[CH:12]=O.Cl.[CH2:29]([O:31][NH2:32])[CH3:30].Cl>N1C=CC=CC=1>[CH2:29]([O:31][N:32]=[CH:12][C:11]1[CH:14]=[CH:15][CH:16]=[C:9]([O:8][CH2:7][CH2:6][CH2:5][O:4][C:3]2[C:2]([Cl:1])=[CH:20][C:19]([O:21][CH2:22][CH:23]=[C:24]([Cl:26])[Cl:25])=[CH:18][C:17]=2[Cl:27])[CH:10]=1)[CH3:30] |f:1.2|. Procedure: To a mixture of 0.21 g of 3-(3-(2,6-dichloro-4-(3,3-dichloro-2-propenyloxy)phenoxy)propyloxy)benzaldehyde and 10 ml of pyridine was added 0.09 g of O-ethylhydroxylamine hydrochloride. After stirring at room temperature for 24 hours, the reaction mixture was poured into diluted hydrochloric acid, and extracted twice with diethyl ether. The diethyl ether layers were combined, washed with water, dried over anhydrous magnesium sulfate, and concentrated to give a crude product. This crude product was... Reactants: CS(=O)(=O)OCCOC1=C(C=CC=C1)OC(C1=CC=CC=C1)C1=CC=CC=C1 (2-[2-(diphenylmethyloxy)phenoxy]ethyl methanesulfonate), ClC=1C=C2C(=CNC2=CC1)CC(C)(C)N ([2-(5-chloro-1H-indol-3-yl)-1,1-dimethylethyl]amine), N1C=C(C2=CC=CC=C12)CC(C)(C)N ([2-(1H-indol-3-yl)-1,1-dimethylethyl]amine). Product: Cl.N1C=C(C2=CC=CC=C12)CC(C)(C)NCCOC1=C(C=CC=C1)O ([2-(1H-indol-3-yl)-1,1-dimethylethyl][2- (2-hydroxyphenoxy)ethyl]amine hydrochloride). As a reaction SMILES: CS(O[CH2:6][CH2:7][O:8][C:9]1[CH:14]=[CH:13][CH:12]=[CH:11][C:10]=1[O:15]C(C1C=CC=CC=1)C1C=CC=CC=1)(=O)=O.[Cl:29][C:30]1[CH:31]=[C:32]2[C:36](=[CH:37][CH:38]=1)[NH:35][CH:34]=[C:33]2[CH2:39][C:40]([NH2:43])([CH3:42])[CH3:41].N1C2C(=CC=CC=2)C(CC(N)(C)C)=C1>>[ClH:29].[NH:35]1[C:36]2[C:32](=[CH:31][CH:30]=[CH:38][CH:37]=2)[C:33]([CH2:39][C:40]([NH:43][CH2:6][CH2:7][O:8][C:9]2[CH:14]=[CH:13][CH:12]=[CH:11][C:10]=2[OH:15])([CH3:42])[CH3:41])=[CH:34]1 |f:3.4|. Reported procedure: Proceeding as in Example 3, but replacing 2-[2-(cyclopropylmethyloxy)phenoxy]ethyl methanesulfonate with 2-[2-(diphenylmethyloxy)phenoxy]ethyl methanesulfonate and [2-(5-chloro-1H-indol-3-yl)-1,1-dimethylethyl]amine with [2-(1H-indol-3-yl)-1,1-dimethylethyl]amine, and then deprotecting, gave [2-(1H-indol-3-yl)-1,1-dimethylethyl][2- (2-hydroxyphenoxy)ethyl]amine hydrochloride. Reactants: O=C(CC(=O)OCC)CCCCCCC (ethyl 3-oxodecanoate), [OH-].[K+] (potassium hydroxide). Solvent: C(C)O (ethanol). Product: O=C(CC(=O)[O-])CCCCCCC.[K+] (potassium 3-oxodecanoate). Reaction SMILES: [O:1]=[C:2]([CH2:9][CH2:10][CH2:11][CH2:12][CH2:13][CH2:14][CH3:15])[CH2:3][C:4]([O:6]CC)=[O:5].[OH-].[K+:17]>C(O)C>[O:1]=[C:2]([CH2:9][CH2:10][CH2:11][CH2:12][CH2:13][CH2:14][CH3:15])[CH2:3][C:4]([O-:6])=[O:5].[K+:17] |f:1.2,4.5|. Procedure details: A solution of ethyl 3-oxodecanoate (25.7 g) in ethanol (360 ml) and aqueous potassium hydroxide (260 ml, 1M) was stirred at room temperature for 18 hours. The solvent was removed in vacuo to give crude potassium 3-oxodecanoate. Starting materials: C(C1=CC=CC=C1)C1(CCN(CC1)C(=O)C1=C(NC2=CC=CC=C12)C)O ((4-benzyl-4-hydroxy-piperidin-1-yl)-(2-methyl-1H-indol-3-yl)-methanone), [H-].[Na+] (NaH), BrCC1=C(C=CC=C1)Cl (1-bromomethyl-2-chloro-benzene). The solvent is CN(C)C=O (DMF). Run at time 30 minute. The product is C(C1=CC=CC=C1)C1(CCN(CC1)C(=O)C1=C(N(C2=CC=CC=C12)CC1=C(C=CC=C1)Cl)C)O ((4-benzyl-4-hydroxy-piperidin-1-yl)-[1-(2-chloro-benzyl)-2-methyl-1H-indol-3-yl]-methanone). Yield: 63.4%. RXN SMILES: [CH2:1]([C:8]1([OH:26])[CH2:13][CH2:12][N:11]([C:14]([C:16]2[C:24]3[C:19](=[CH:20][CH:21]=[CH:22][CH:23]=3)[NH:18][C:17]=2[CH3:25])=[O:15])[CH2:10][CH2:9]1)[C:2]1[CH:7]=[CH:6][CH:5]=[CH:4][CH:3]=1.[H-].[Na+].Br[CH2:30][C:31]1[CH:36]=[CH:35][CH:34]=[CH:33][C:32]=1[Cl:37]>CN(C=O)C>[CH2:1]([C:8]1([OH:26])[CH2:9][CH2:10][N:11]([C:14]([C:16]2[C:24]3[C:19](=[CH:20][CH:21]=[CH:22][CH:23]=3)[N:18]([CH2:30][C:31]3[CH:36]=[CH:35][CH:34]=[CH:33][C:32]=3[Cl:37])[C:17]=2[CH3:25])=[O:15])[CH2:12][CH2:13]1)[C:2]1[CH:3]=[CH:4][CH:5]=[CH:6][CH:7]=1 |f:1.2|. Reported procedure: To a stirred solution of 40 mg (0.11 mmol) of (4-benzyl-4-hydroxy-piperidin-1-yl)-(2-methyl-1H-indol-3-yl)-methanone in 5 ml DMF were added 5 mg (0.11 mmol) NaH (60% in oil). The mixture was stirred at RT for 30 min. and then 28 mg (0.13 mmol) of 1-bromomethyl-2-chloro-benzene were added. The mixture was stirred an additional hour and then poured onto water and extracted with ethyl acetate. The combined organic phases were dried over Na2SO4 and concentrated in vacuo. Preparative HPLC (30% CH3CN/... The reactants are CN(CCC(C#N)C1=CC=C(C=C1)C1=CC=NC=C1)C (4-dimethylamino-2-(4-pyridin-4-yl-phenyl)-butyronitrile), [H-].[H-].[H-].[H-].[Li+].[Al+3] (LiAlH4), [OH-].[Na+] (NaOH), CO.C(Cl)Cl (MeOH CH2Cl2). Run in C1CCOC1 (THF), O (H2O), O (H2O). Conditions: time 16 hour. Product: CN(CCC(O)C1=CC=C(C=C1)C1=CC=NC=C1)C (3-dimethylamino-1-(4-pyridin-4-yl-phenyl)-propan-1-ol). Reaction SMILES: [CH3:1][N:2]([CH3:20])[CH2:3][CH2:4][CH:5]([C:8]1[CH:13]=[CH:12][C:11]([C:14]2[CH:19]=[CH:18][N:17]=[CH:16][CH:15]=2)=[CH:10][CH:9]=1)C#N.[H-].[H-].[H-].[H-].[Li+].[Al+3].C[OH:28].C(Cl)Cl.[OH-].[Na+]>C1COCC1.O>[CH3:1][N:2]([CH3:20])[CH2:3][CH2:4][CH:5]([C:8]1[CH:13]=[CH:12][C:11]([C:14]2[CH:19]=[CH:18][N:17]=[CH:16][CH:15]=2)=[CH:10][CH:9]=1)[OH:28] |f:1.2.3.4.5.6,7.8,9.10|. Reported procedure: To a solution of 4-dimethylamino-2-(4-pyridin-4-yl-phenyl)-butyronitrile (680 mg, 2.56 mmol) in THF (5 mL) was added LiAlH4 (1M in THF, 26 mL, 26 mmol) and the mixture was stirred at room temperature for 16 h. TLC (10% MeOH/CH2Cl2) showed no starting material left and a new low Rf spot was formed. The mixture was treated with 1.74 mL of H2O, followed by 3.48 mL of 1N aqueous NaOH, and then 5.2 mL of H2O. After 30 min of stirring, the mixture was filtered and the filtrate was dried over Na2SO4 an... Reactants: C[O-].[Na+] (sodium methoxide), C(=O)OCC (ethyl formate), O (water), C[O-].[Na+] (sodium methoxide), C(=O)OCC (ethyl formate), O=C1CC2(OC=3C1=NC=CC3)CCN(CC2)C(=O)OC(C)(C)C (tert-butyl 4′-oxo-3′,4′-dihydrospiro[piperidine-4,2′-pyrano[3,2-b]pyridine]-1-carboxylate). Run in C1CCOC1 (THF), C1CCOC1 (THF). Reaction conditions: temperature 25 celsius, time 3 hour. Yields the product OC=C1C(C2=NC=CC=C2OC12CCN(CC2)C(=O)OC(C)(C)C)=O (tert-butyl 3′-(hydroxymethylene)-4′-oxo-3′,4′-dihydrospiro-[piperidine-4,2′-pyrano[3,2-b]pyridine]-1-carboxylate). Isolated yield 52.2%. Reaction SMILES: C[O-].[Na+].[O:4]=[C:5]1[C:10]2=[N:11][CH:12]=[CH:13][CH:14]=[C:9]2[O:8][C:7]2([CH2:19][CH2:18][N:17]([C:20]([O:22][C:23]([CH3:26])([CH3:25])[CH3:24])=[O:21])[CH2:16][CH2:15]2)[CH2:6]1.[CH:27](OCC)=[O:28].O>C1COCC1>[OH:28][CH:27]=[C:6]1[C:7]2([CH2:15][CH2:16][N:17]([C:20]([O:22][C:23]([CH3:26])([CH3:25])[CH3:24])=[O:21])[CH2:18][CH2:19]2)[O:8][C:9]2[C:10](=[N:11][CH:12]=[CH:13][CH:14]=2)[C:5]1=[O:4] |f:0.1|. Reported procedure: To a suspension of sodium methoxide (594 mg, 11.0 mmol) in THF (5 mL) was added a suspension of tert-butyl 4′-oxo-3′,4′-dihydrospiro[piperidine-4,2′-pyrano[3,2-b]pyridine]-1-carboxylate (1.0 g, 3.1 mmol) in THF (10 mL), followed by ethyl formate (2.5 mL, 31 mmol) and the reaction mixture was stirred at 25° C. for 3 hours. Additional sodium methoxide (170 mg, 3.1 mmol) and ethyl formate (0.25 mL, 3.1 mmol) were added and the reaction mixture was stirred at 25° C. for 1 hour. The reaction mixture ...